From a dataset of the Open Reaction Database (ORD), a public repository of structured organic reaction records. describe an organic reaction: reactants, conditions, products, and yield The reactants are COC=1CCCCC(N1)CC=CC1=CC=CC=C1 (3,4,5,6-tetrahydro-7-methoxy-2-(3-phenyl-2-propenyl)-2H-azepine), [Cl-].[NH4+] (ammonium chloride). Solvent: CO (MeOH). Yields the product Cl.C1(=CC=CC=C1)C=CCC1CCCCC(N1)=N (hexahydro-7-(3-phenyl-2-propenyl)-2H-azepin-2-imine, monohydrochloride). Yield: 47.5%. Reaction SMILES: CO[C:3]1[CH2:4][CH2:5][CH2:6][CH2:7][CH:8]([CH2:10][CH:11]=[CH:12][C:13]2[CH:18]=[CH:17][CH:16]=[CH:15][CH:14]=2)[N:9]=1.[Cl-:19].[NH4+:20]>CO>[ClH:19].[C:13]1([CH:12]=[CH:11][CH2:10][CH:8]2[NH:9][C:3](=[NH:20])[CH2:4][CH2:5][CH2:6][CH2:7]2)[CH:18]=[CH:17][CH:16]=[CH:15][CH:14]=1 |f:1.2,4.5|. Reported procedure: The product of Example 33 (0.50 g, 2.05 mmol) in 18 mL of MeOH was reacted with ammonium chloride (144 mg, 2.7 mmol) by the method of Example 5 to yield 258 mg (30%) of the title material. Reactants: [H-].[Na+] (sodium hydride), BrC(C)C (2-bromopropane), C(C1=CC=CC=C1)N1C=NC=2NC(NC(C12)=O)=O (7-benzylxanthine), BrC(C)C (2-bromopropane). Solvent: CO (methanol), O (water), O (water), CN(C=O)C (dimethylformamide), CN(C=O)C (dimethylformamide). Conditions: temperature 50 celsius, time 1 hour. Yields the product C(C1=CC=CC=C1)N1C=NC=2N(C(NC(C12)=O)=O)C(C)C (7-Benzyl-3-isopropylxanthine). Reaction SMILES: [CH2:1]([N:8]1[C:16]2[C:15](=[O:17])[NH:14][C:13](=[O:18])[NH:12][C:11]=2[N:10]=[CH:9]1)[C:2]1[CH:7]=[CH:6][CH:5]=[CH:4][CH:3]=1.[H-].[Na+].Br[CH:22]([CH3:24])[CH3:23]>CN(C)C=O.O.CO>[CH2:1]([N:8]1[C:16]2[C:15](=[O:17])[NH:14][C:13](=[O:18])[N:12]([CH:22]([CH3:24])[CH3:23])[C:11]=2[N:10]=[CH:9]1)[C:2]1[CH:7]=[CH:6][CH:5]=[CH:4][CH:3]=1 |f:1.2|. Procedure: A solution of 3.5 g (1.45 mmol) of 7-benzylxanthine from Example 6b) in 60 ml of dimethylformamide was heated to 50° C. and treated in portions with 0.35 g (1.45 mmol) of sodium hydride, diluted with 20 ml of dimethylformamide and stirred at 50° C. for one hour. 1.36 ml (1.45 mmol) of 2-bromopropane were added to this suspension and the temperature was increased to 80° C. In the course of the reaction, a total of 4.91 ml (52.3 mmol) of 2-bromopropane were additionally added. After a total of 16 ... Reactants: C(=O)(N1C=NC=C1)N1C=NC=C1 (1,1′-Carbonyldiimidazole), [Br-].C(=O)(O)C1=CC=C(C=C1)C(C[N+]12C[C@@H](C(CC1)CC2)OC([C@H](NC2=CC=CC=C2)C2=CC=CC=C2)=O)=O ((R)-1-(2-(4-carboxyphenyl)-2-oxoethyl)-3-((R)-2-phenyl-2-(phenylamino)acetoxy)-1-azoniabicyclo[2.2.2]octane bromide), N1CCOCC1 (morpholine). The solvent is CN(C)C=O (DMF). Run at time 2 hour. The product is [Br-].N1(CCOCC1)C(=O)C1=CC=C(C=C1)C(C[N+]12C[C@@H](C(CC1)CC2)OC([C@H](NC2=CC=CC=C2)C2=CC=CC=C2)=O)=O ((R)-1-(2-(4-(morpholine-4-carbonyl)phenyl)-2-oxoethyl)-3-((R)-2-phenyl-2-(phenylamino)acetoxy)-1-azoniabicyclo[2.2.2]octane bromide). The yield is 32.4%. Reaction SMILES: C(N1C=CN=C1)(N1C=CN=C1)=O.[Br-:13].[C:14]([C:17]1[CH:22]=[CH:21][C:20]([C:23](=[O:50])[CH2:24][N+:25]23[CH2:32][CH2:31][CH:28]([CH2:29][CH2:30]2)[C@@H:27]([O:33][C:34](=[O:49])[C@@H:35]([C:43]2[CH:48]=[CH:47][CH:46]=[CH:45][CH:44]=2)[NH:36][C:37]2[CH:42]=[CH:41][CH:40]=[CH:39][CH:38]=2)[CH2:26]3)=[CH:19][CH:18]=1)([OH:16])=O.[NH:51]1[CH2:56][CH2:55][O:54][CH2:53][CH2:52]1>CN(C=O)C>[Br-:13].[N:51]1([C:14]([C:17]2[CH:22]=[CH:21][C:20]([C:23](=[O:50])[CH2:24][N+:25]34[CH2:32][CH2:31][CH:28]([CH2:29][CH2:30]3)[C@@H:27]([O:33][C:34](=[O:49])[C@@H:35]([C:43]3[CH:44]=[CH:45][CH:46]=[CH:47][CH:48]=3)[NH:36][C:37]3[CH:42]=[CH:41][CH:40]=[CH:39][CH:38]=3)[CH2:26]4)=[CH:19][CH:18]=2)=[O:16])[CH2:56][CH2:55][O:54][CH2:53][CH2:52]1 |f:1.2,5.6|. Procedure: 1,1′-Carbonyldiimidazole (14.0 mg, 0.09 mmol) was added to a solution of (R)-1-(2-(4-carboxyphenyl)-2-oxoethyl)-3-((R)-2-phenyl-2-(phenylamino)acetoxy)-1-azoniabicyclo[2.2.2]octane bromide (diastereomer 1 of C67) (50 mg, 0.09 mmol) in dry DMF (2 ml). The reaction mixture was stirred at room temperature for 2 hours. Then morpholine (7.52 mg, 0.09 mmol) was added, and the resulting reaction mixture was stirred at room temperature for 1 hour. DMF was evaporated and the crude was purified by prepara...